From a dataset of the Open Reaction Database (ORD), a public repository of structured organic reaction records. describe an organic reaction: reactants, conditions, products, and yield The reactants are COC(=O)C(CO[Si](C)(C)C(C)(C)C)NC(=O)OCc1ccccc1, CCOC(C)=O, Cl, [Li+], C1CCOC1, [OH-], O. Yields the product CC(C)(C)[Si](C)(C)OCC(NC(=O)OCc1ccccc1)C(=O)O. RXN SMILES: [CH3:1][O:2][C:3]([CH:4]([CH2:5][O:6][Si:7]([CH3:8])([CH3:9])[C:10]([CH3:11])([CH3:12])[CH3:13])[NH:14][C:15](=[O:16])[O:17][CH2:18][c:19]1[cH:20][cH:21][cH:22][cH:23][cH:24]1)=[O:25].[CH3:28][CH2:29][O:30][C:31](=[O:32])[CH3:33].[ClH:34].[Li+:26].[O:36]1[CH2:37][CH2:38][CH2:39][CH2:40]1.[OH-:27].[OH2:35]>>[O:2]=[C:3]([CH:4]([CH2:5][O:6][Si:7]([CH3:8])([CH3:9])[C:10]([CH3:11])([CH3:12])[CH3:13])[NH:14][C:15](=[O:16])[O:17][CH2:18][c:19]1[cH:20][cH:21][cH:22][cH:23][cH:24]1)[OH:25].